From a dataset of the Open Reaction Database (ORD), a public repository of structured organic reaction records. describe an organic reaction: reactants, conditions, products, and yield Reactants: [Al+3], COC(=O)CCc1cc(OC)c(OC)c(OC)c1, [H-], [H-], [H-], [H-], [Li+], [Na+], [Na+], C1CCOC1, O, O, O, O, O, O, O, O, O, O, O=S(=O)([O-])[O-]. Product: COc1cc(CCCO)cc(OC)c1OC. As a reaction SMILES: [Al+3:20].[CH3:1][O:2][c:3]1[cH:4][c:5]([CH2:13][CH2:14][C:15](=[O:16])[O:17][CH3:18])[cH:6][c:7]([O:11][CH3:12])[c:8]1[O:9][CH3:10].[H-:19].[H-:22].[H-:23].[H-:24].[Li+:21].[Na+:40].[Na+:41].[O:42]1[CH2:43][CH2:44][CH2:45][CH2:46]1.[OH2:25].[OH2:26].[OH2:27].[OH2:28].[OH2:29].[OH2:30].[OH2:31].[OH2:32].[OH2:33].[OH2:34].[S:35]([O-:36])([O-:37])(=[O:38])=[O:39]>>[CH3:1][O:2][c:3]1[cH:4][c:5]([CH2:13][CH2:14][CH2:15][OH:16])[cH:6][c:7]([O:11][CH3:12])[c:8]1[O:9][CH3:10].